Dataset: the Open Reaction Database (ORD), a public repository of structured organic reaction records. Task: describe an organic reaction: reactants, conditions, products, and yield Reactants: C(C)(C)SC=1SC(=CN1)CNC(=O)C1=C(C(=NN1C)CC)Cl (N[2-(isopropylthio)thiazol-5-ylmethyl]-4-chloro-3-ethyl-1-methylpyrazole-5-carboxamide), ClC1=CC(=CC=C1)C(=O)OO (metachloroperbenzoic acid). The solvent is C(Cl)(Cl)Cl (chloroform). Run at time 8 hour. The product is C(C)(C)S(=O)C=1SC(=CN1)CNC(=O)C1=C(C(=NN1C)CC)Cl (N-[2-(isopropylsulfinyl)thiazol-5-ylmethyl]-4-chloro-3-ethyl-1-methylpyrazole-5-carboxamide). The yield is 67.7%. RXN SMILES: [CH:1]([S:4][C:5]1[S:6][C:7]([CH2:10][NH:11][C:12]([C:14]2[N:18]([CH3:19])[N:17]=[C:16]([CH2:20][CH3:21])[C:15]=2[Cl:22])=[O:13])=[CH:8][N:9]=1)([CH3:3])[CH3:2].ClC1C=CC=C(C(OO)=[O:31])C=1>C(Cl)(Cl)Cl>[CH:1]([S:4]([C:5]1[S:6][C:7]([CH2:10][NH:11][C:12]([C:14]2[N:18]([CH3:19])[N:17]=[C:16]([CH2:20][CH3:21])[C:15]=2[Cl:22])=[O:13])=[CH:8][N:9]=1)=[O:31])([CH3:3])[CH3:2]. Procedure details: 0.65 g of N[2-(isopropylthio)thiazol-5-ylmethyl]-4-chloro-3-ethyl-1-methylpyrazole-5-carboxamide was dissolved in 20 ml of chloroform, to which was added little by little 0.40 g of metachloroperbenzoic acid, and the mixture was stirred at room temperature overnight. The resultant solution was washed with saturated aqueous sodium hydrogencarbonate, then with saturated aqueous sodium chloride, and dried over anhydrous magnesium sulfate. The solvent was distilled off under reduced pressure, and the... Starting materials: N1(CCOCC1)C1=CC=C(C=N1)S(=O)(=O)Cl (6-Morpholin-4-yl-pyridine-3-sulfonyl chloride), N (ammonia). The solvent is solution, O1CCOCC1 (dioxane). Reaction conditions: time 16 hour. The product is N1(CCOCC1)C1=CC=C(C=N1)S(=O)(=O)N (6-morpholin-4-yl-pyridine-3-sulfonic acid amide). Isolated yield 96.0%. RXN SMILES: [N:1]1([C:7]2[N:12]=[CH:11][C:10]([S:13](Cl)(=[O:15])=[O:14])=[CH:9][CH:8]=2)[CH2:6][CH2:5][O:4][CH2:3][CH2:2]1.[NH3:17]>O1CCOCC1>[N:1]1([C:7]2[N:12]=[CH:11][C:10]([S:13]([NH2:17])(=[O:15])=[O:14])=[CH:9][CH:8]=2)[CH2:6][CH2:5][O:4][CH2:3][CH2:2]1. Procedure: 6-Morpholin-4-yl-pyridine-3-sulfonyl chloride (1.25 g, 4.8 mmol) was dissolved in a 0.5M solution of ammonia in dioxane (20 mL) and the mixture stirred for 16 hours at room temperature. The mixture was filtered and concentrated in vacuo to afford 6-morpholin-4-yl-pyridine-3-sulfonic acid amide as a white solid 1.1 g (96% yield). Starting materials: ClC1=CC=C(C=C1)F (4-chlorofluorobenzene), N1CCCCC1 (piperidine), CC(C)([O-])C.[K+] (potassium tert-butoxide), [Br-].[Li+] (lithium bromide), palladacycle, trans-di(μ-aceto)-bis[o[di-o-tolylphosphino)benzyl]dipalladium(II). Run in C1(=CC=CC=C1)C (toluene). Yields the product FC1=CC=C(C=C1)N1CCCCC1 (4-fluorophenylpiperidine), FC=1C=C(C=CC1)N1CCCCC1 (3-fluorophenylpiperidine). Reaction SMILES: Cl[C:2]1[CH:7]=[CH:6][C:5]([F:8])=[CH:4][CH:3]=1.[NH:9]1[CH2:14][CH2:13][CH2:12][CH2:11][CH2:10]1.CC(C)([O-])C.[K+].[Br-].[Li+]>C1(C)C=CC=CC=1>[F:8][C:5]1[CH:6]=[CH:7][C:2]([N:9]2[CH2:14][CH2:13][CH2:12][CH2:11][CH2:10]2)=[CH:3][CH:4]=1.[F:8][C:5]1[CH:4]=[C:3]([N:9]2[CH2:14][CH2:13][CH2:12][CH2:11][CH2:10]2)[CH:2]=[CH:7][CH:6]=1 |f:2.3,4.5|. Procedure details: 2.0 mmol of 4-chlorofluorobenzene, 2.4 mmol of piperidine, 2.8 mmol of potassium tert-butoxide, 0.4 mmol of lithium bromide, 1.0 mol-% (9.4 mg) of palladacycle (trans-di(μ-aceto)-bis[o[di-o-tolylphosphino)benzyl]dipalladium(II) in 10 ml of toluene are reacted according to the GWI to give 4-fluorophenylpiperidine and 3-fluorophenylpiperidine in the ratio 2:1 in 75% yield. Starting materials: CC(C)O, COC(=O)Cl, CC(C)(C)N(Cc1ccccc1)CC(O)COc1cccc(N)c1CN, O. Product: CC(C)(C)N(Cc1ccccc1)CC(O)COc1cccc2c1CNC(=O)N2. Reaction SMILES: [CH:32]([OH:33])([CH3:34])[CH3:35].[Cl:1][C:2](=[O:3])[O:4][CH3:5].[NH2:6][CH2:7][c:8]1[c:9]([NH2:10])[cH:11][cH:12][cH:13][c:14]1[O:15][CH2:16][CH:17]([CH2:18][N:19]([CH2:20][c:21]1[cH:22][cH:23][cH:24][cH:25][cH:26]1)[C:27]([CH3:28])([CH3:29])[CH3:30])[OH:31].[OH2:36]>>[C:2]1(=[O:3])[NH:6][CH2:7][c:8]2[c:9]([cH:11][cH:12][cH:13][c:14]2[O:15][CH2:16][CH:17]([CH2:18][N:19]([CH2:20][c:21]2[cH:22][cH:23][cH:24][cH:25][cH:26]2)[C:27]([CH3:28])([CH3:29])[CH3:30])[OH:31])[NH:10]1. Starting materials: C1CCOC1, COCOc1ccc(Cl)cc1C(=O)c1ncccc1C#N, Cl, [Na+], [OH-]. The product is N#Cc1cccnc1C(=O)c1cc(Cl)ccc1O. As a reaction SMILES: [CH2:25]1[O:26][CH2:27][CH2:28][CH2:29]1.[Cl:1][c:2]1[cH:3][cH:4][c:5]([O:18][CH2:19][O:20][CH3:21])[c:6]([C:7](=[O:8])[c:9]2[n:10][cH:11][cH:12][cH:13][c:14]2[C:15]#[N:16])[cH:17]1.[ClH:22].[Na+:24].[OH-:23]>>[Cl:1][c:2]1[cH:3][cH:4][c:5]([OH:18])[c:6]([C:7](=[O:8])[c:9]2[n:10][cH:11][cH:12][cH:13][c:14]2[C:15]#[N:16])[cH:17]1.